The task is: describe an organic reaction: reactants, conditions, products, and yield. This data is from the Open Reaction Database (ORD), a public repository of structured organic reaction records. Reported procedure: A mixture of Compound 1E (50 mg, 0.1 mmol), bis-(2-chloroethyl)amine hydrochloride (18 mg, 0.1 mmol), DIEA (36 μl, 0.2 mmol) in CH3CN (0.5 ml) was heated to 60° C. for 3 h. The mixture was cooled to rt and concentrated to give Compound 133A which was used directly in next step. 133A had an analytical HPLC retention time=2.986 min. (Chromolith SpeedROD 4.6×50 mm, 10–90% aqueous methanol over 4 minutes containing 0.1% TFA, 4 ml/min, monitoring at 220 nm) and a LC/MS M++1=416. RXN SMILES: Cl.[Br-].[Cl:3][C:4]1[CH:5]=[C:6]([NH:11][C:12]2[C:17]3=[C:18]([CH2:21][N+](CC)(CC)CC)[CH:19]=[CH:20][N:16]3[N:15]=[CH:14][N:13]=2)[CH:7]=[CH:8][C:9]=1[F:10].Cl.[Cl:30][CH2:31][CH2:32][NH:33][CH2:34][CH2:35][Cl:36].CCN(C(C)C)C(C)C>CC#N>[Cl:30][CH2:31][CH2:32][N:33]([CH2:21][C:18]1[CH:19]=[CH:20][N:16]2[C:17]=1[C:12]([NH:11][C:6]1[CH:7]=[CH:8][C:9]([F:10])=[C:4]([Cl:3])[CH:5]=1)=[N:13][CH:14]=[N:15]2)[CH2:34][CH2:35][Cl:36] |f:0.1.2,3.4|. Solvent: CC#N (CH3CN). Yields the product ClCCN(CCCl)CC=1C=CN2N=CN=C(C21)NC2=CC(=C(C=C2)F)Cl ((5-{[bis-(2-chloro-ethyl)-amino]-methyl}-pyrrolo[2,1-f][1,2,4]triazin-4-yl)-(3-chloro-4-fluoro-phenyl)-amine). Conditions: temperature 60 celsius. Reactants: Cl.[Br-].ClC=1C=C(C=CC1F)NC1=NC=NN2C1=C(C=C2)C[N+](CC)(CC)CC ([4-(3-chloro-4-fluoro-phenylamino)-pyrrolo[2,1-f][1,2,4]triazin-5-ylmethyl]-triethyl-ammonium bromide hydrochloride), Cl.ClCCNCCCl (bis-(2-chloroethyl)amine hydrochloride), CCN(C(C)C)C(C)C (DIEA). Yields the product C(C1=CC=CC=C1)O[C@H]1C(OCCN)O[C@@H]([C@H]1OCC1=CC=CC=C1)COCC1=CC=CC=C1 (2,3,5-Tri-O-benzyl-1-O-(1-amino-eth-2-yl)-ribofuranose). As a reaction SMILES: [CH2:1]([O:8][C@@H:9]1[C@H:14]([O:15][CH2:16][C:17]2[CH:22]=[CH:21][CH:20]=[CH:19][CH:18]=2)[C@@H:13]([CH2:23][O:24][CH2:25][C:26]2[CH:31]=[CH:30][CH:29]=[CH:28][CH:27]=2)[O:12][CH:10]1[OH:11])[C:2]1[CH:7]=[CH:6][CH:5]=[CH:4][CH:3]=1.[OH-].[K+].Br[CH2:35][CH2:36][N:37]1C(=O)C2=CC=CC=C2C1=O.O.NN>S([O-])(O)(=O)=O.C([N+](CCCC)(CCCC)CCCC)CCC.C1C=CC=CC=1>[CH2:1]([O:8][C@@H:9]1[C@H:14]([O:15][CH2:16][C:17]2[CH:18]=[CH:19][CH:20]=[CH:21][CH:22]=2)[C@@H:13]([CH2:23][O:24][CH2:25][C:26]2[CH:31]=[CH:30][CH:29]=[CH:28][CH:27]=2)[O:12][CH:10]1[O:11][CH2:35][CH2:36][NH2:37])[C:2]1[CH:3]=[CH:4][CH:5]=[CH:6][CH:7]=1 |f:1.2,4.5,6.7|. Reaction conditions: temperature 10 celsius. Solvent: C1=CC=CC=C1 (benzene), C1=CC=CC=C1 (benzene), C1=CC=CC=C1 (benzene). Procedure details: A mixture that consists of 42.1 g (100 mmol) of 2,3,5-tri-O-benzyl-ribofuranose, 3.40 g (10 mmol) of tetrabutylammonium hydrogen sulfate and 33.7 g (600 mmol) of fine-powder potassium hydroxide in 3050 ml of benzene is cooled to 10° C. At 10° C., 38.1 g (150 mmol) of N-(2-bromoethyl)-phthalimide, dissolved in 100 ml of benzene, is added in drops over 40 minutes while being stirred vigorously. It is stirred for three hours at 10° C. 300 ml of benzene is added, solid is filtered out, and the filtr... The reactants are BrCCN1C(C=2C(C1=O)=CC=CC2)=O (N-(2-bromoethyl)-phthalimide), C(C1=CC=CC=C1)O[C@H]1C(O)O[C@@H]([C@H]1OCC1=CC=CC=C1)COCC1=CC=CC=C1 (2,3,5-tri-O-benzyl-ribofuranose), O.NN (hydrazine hydrate), fine-powder, [OH-].[K+] (potassium hydroxide). Reagents/catalysts: S(=O)(=O)(O)[O-].C(CCC)[N+](CCCC)(CCCC)CCCC (tetrabutylammonium hydrogen sulfate). The reactants are Intermediate 6, NC(CC(=O)O)C1=CC(=C(C=C1)OC)OC (3-amino-3-(3,4-dimethoxy-phenyl)-propionic acid), NC(CC(=O)O)C1=CC(=C(C=C1)OC1CCCC1)OC (3-amino-3-(3-methoxy-4-cyclopentyloxy-phenyl)propionic acid). Product: NC(CC(=O)OC)C1=CC(=C(C=C1)OC1CCCC1)OC (methyl 3-amino-3-(3-methoxy-4-cyclopentyloxy-phenyl)propionate). As a reaction SMILES: N[CH:2](C1C=CC(OC)=C(OC)C=1)CC(O)=O.[NH2:17][CH:18]([C:23]1[CH:28]=[CH:27][C:26]([O:29][CH:30]2[CH2:34][CH2:33][CH2:32][CH2:31]2)=[C:25]([O:35][CH3:36])[CH:24]=1)[CH2:19][C:20]([OH:22])=[O:21]>>[NH2:17][CH:18]([C:23]1[CH:28]=[CH:27][C:26]([O:29][CH:30]2[CH2:34][CH2:33][CH2:32][CH2:31]2)=[C:25]([O:35][CH3:36])[CH:24]=1)[CH2:19][C:20]([O:22][CH3:2])=[O:21]. Procedure details: The title compound was prepared following the method for preparing Intermediate 6 except that 3-amino-3-(3,4-dimethoxy-phenyl)-propionic acid was substituted with 3-amino-3-(3-methoxy-4-cyclopentyloxy-phenyl)propionic acid. 1H NMR (CDCl3): δ 6.78-6.88 (m, 3H), 4.69-4.73 (m, 1H), 4.34 (t, 1H, J=5 Hz), 3.82 (s, 3H), 3.66 (s, 3H), 2.62 (d, 2H, J=5 Hz), 1.75-1.92 (m, 8H), 1.58 (s, 2H). Starting materials: N (ammonia), solution, Br (hydrogen bromide), CC1NCC(CC1C1=CC=C(C=C1)OC)C (2,5-dimethyl-3-(4-methoxyphenyl)piperidine), solution, Br (hydrogen bromide). The solvent is C(C)(=O)O (acetic acid), C(C)(=O)O (acetic acid). Run at temperature 95 celsius. Yields the product CC1NCC(CC1C1=CC=C(C=C1)O)C (2,5-dimethyl-3-(4-hydroxyphenyl)piperidine). RXN SMILES: [CH3:1][CH:2]1[CH:7]([C:8]2[CH:13]=[CH:12][C:11]([O:14]C)=[CH:10][CH:9]=2)[CH2:6][CH:5]([CH3:16])[CH2:4][NH:3]1.Br.N>C(O)(=O)C>[CH3:1][CH:2]1[CH:7]([C:8]2[CH:9]=[CH:10][C:11]([OH:14])=[CH:12][CH:13]=2)[CH2:6][CH:5]([CH3:16])[CH2:4][NH:3]1. Procedure: A solution of 2.2 g (10 mmol) of 2,5-dimethyl-3-(4-methoxyphenyl)piperidine in 15 ml of a 45% solution of hydrogen bromide in acetic acid was heated at 95° C. for 1 hour. After the addition of another 5 ml of the 45% solution of hydrogen bromide in acetic acid the mixture was heated at 95° C. for a further 90 minutes. After cooling, the reaction mixture was poured on ice, rendered basic with concentrated ammonia and extracted twice with dichloromethane. The organic layer was dried on sodium sulp... Product: Cl, CCCCN1CCC(c2ccc(F)cc2)C(COc2ccc(OC)cc2)C1. Starting materials: CCCCBr, Cl, COc1ccc(OCC2CNCCC2c2ccc(F)cc2)cc1. As a reaction SMILES: [CH2:25]([CH2:26][CH2:27][CH3:28])[Br:29].[ClH:1].[F:2][c:3]1[cH:4][cH:5][c:6]([CH:9]2[CH:10]([CH2:15][O:16][c:17]3[cH:18][cH:19][c:20]([O:23][CH3:24])[cH:21][cH:22]3)[CH2:11][NH:12][CH2:13][CH2:14]2)[cH:7][cH:8]1>>[ClH:1].[F:2][c:3]1[cH:4][cH:5][c:6]([CH:9]2[CH:10]([CH2:15][O:16][c:17]3[cH:18][cH:19][c:20]([O:23][CH3:24])[cH:21][cH:22]3)[CH2:11][N:12]([CH2:25][CH2:26][CH2:27][CH3:28])[CH2:13][CH2:14]2)[cH:7][cH:8]1.